From a dataset of the Open Reaction Database (ORD), a public repository of structured organic reaction records. describe an organic reaction: reactants, conditions, products, and yield Reactants: FC1(C(CCCC1)NC(OCC1=CC=CC=C1)=O)F (benzyl 2,2-difluorocyclohexylcarbamate), Cl (HCl). Yields the product Cl.FC1(C(CCCC1)N)F (2,2-difluorocyclohexanamine hydrochloride). RXN SMILES: [F:1][C:2]1([F:19])[CH2:7][CH2:6][CH2:5][CH2:4][CH:3]1[NH:8]C(=O)OCC1C=CC=CC=1.[ClH:20]>>[ClH:20].[F:1][C:2]1([F:19])[CH2:7][CH2:6][CH2:5][CH2:4][CH:3]1[NH2:8] |f:2.3|. Procedure details: A solution of benzyl 2,2-difluorocyclohexylcarbamate (38 mg, 0.14 mmol) in 6 N HCl (2 mL) was heated at 100° C. for 2 h. The cooled reaction mixture was extracted with ether (3×1 mL) and the combined organic layers were concentrated to give 2,2-difluorocyclohexanamine hydrochloride as a light brown solid (23 mg, 96% crude). Starting materials: S(=O)(Cl)Cl (Thionyl chloride), Cl.N1(CCCC1)CC(C)N1C2=CC=CC=C2SC=2C=CC(=CC12)C(=O)O (10-[(2RS)-1-(1-pyrrolidinyl)-2-propyl]-2-phenothiazinecarboxylic acid hydrochloride), C([O-])(O)=O.[Na+] (sodium bicarbonate), C1(CCCC1)CN (Cyclopentylmethylamine). Solvent: C(Cl)Cl (methylene chloride), C(C)#N (acetonitrile), C(Cl)Cl (methylene chloride). Conditions: temperature 15 celsius, time 3 hour. Yields the product C1(CCCC1)CNC(=O)C1=CC=2N(C3=CC=CC=C3SC2C=C1)C(CN1CCCC1)C (N-Cyclopentylmethyl 10-[(2RS)-1-(1-pyrrolidinyl)-2-propyl]-2-phenothiazinecarboxamide). Yield: 72.9%. Reaction SMILES: S(Cl)(Cl)=O.Cl.[N:6]1([CH2:11][CH:12]([N:14]2[C:27]3[CH:26]=[C:25]([C:28](O)=[O:29])[CH:24]=[CH:23][C:22]=3[S:21][C:20]3[C:15]2=[CH:16][CH:17]=[CH:18][CH:19]=3)[CH3:13])[CH2:10][CH2:9][CH2:8][CH2:7]1.[CH:31]1([CH2:36][NH2:37])[CH2:35][CH2:34][CH2:33][CH2:32]1.C(=O)(O)[O-].[Na+]>C(Cl)Cl.C(#N)C>[CH:31]1([CH2:36][NH:37][C:28]([C:25]2[CH:24]=[CH:23][C:22]3[S:21][C:20]4[C:15](=[CH:16][CH:17]=[CH:18][CH:19]=4)[N:14]([CH:12]([CH3:13])[CH2:11][N:6]4[CH2:10][CH2:9][CH2:8][CH2:7]4)[C:27]=3[CH:26]=2)=[O:29])[CH2:35][CH2:34][CH2:33][CH2:32]1 |f:1.2,4.5|. Reported procedure: Thionyl chloride (2 cc) is added to a suspension, cooled to 5° C., of 10-[(2RS)-1-(1-pyrrolidinyl)-2-propyl]-2-phenothiazinecarboxylic acid hydrochloride (1.6 g) in methylene chloride (50 cc). The suspension is stirred for 3 hours at 15° C. and then concentrated to dryness at 30° C. under reduced pressure (30 mm Hg; 4 kPa) to give a yellow residue which is taken up in methylene chloride (50 cc) at 5° C. Cyclopentylmethylamine (1.1 g) is added and the mixture is stirred for 12 hours at 25° C., an... The reactants are C(C1=CC=CC=C1)(=O)O (benzoic acid), C(C)(C)(C)OC(=O)N1CCNCC1 (1-(tert-butoxycarbonyl)piperazine). The product is C(C1=CC=CC=C1)(=O)N1CCNCC1 (1-Benzoylpiperazine), solid. Isolated yield 82.0%. RXN SMILES: [C:1]([OH:9])(=O)[C:2]1[CH:7]=[CH:6][CH:5]=[CH:4][CH:3]=1.C(OC([N:17]1[CH2:22][CH2:21][NH:20][CH2:19][CH2:18]1)=O)(C)(C)C>>[C:1]([N:17]1[CH2:22][CH2:21][NH:20][CH2:19][CH2:18]1)(=[O:9])[C:2]1[CH:3]=[CH:4][CH:5]=[CH:6][CH:7]=1. Reported procedure: This was similarly prepared from benzoic acid (5.02 g) and 1-(tert-butoxycarbonyl)piperazine (7.66 g) and the title compound was isolated as a white solid (7.7 g, 82%). LCMS: Rt 0.51 min; m/z 191 (MH+). Reactants: CC(C)(C)OC(=O)N1CCC(=C(I)c2ccccc2)CC1, COCCOC, [Na+], [Na+], O=C([O-])[O-], O=C(C=Cc1ccccc1)C=Cc1ccccc1, O=C(C=Cc1ccccc1)C=Cc1ccccc1, O=C(C=Cc1ccccc1)C=Cc1ccccc1, OCc1cccc(B(O)O)c1, [Pd], [Pd]. The product is CC(C)(C)OC(=O)N1CCC(=C(c2ccccc2)c2cccc(CO)c2)CC1. As a reaction SMILES: [C:1]([CH3:2])([CH3:3])([CH3:4])[O:5][C:6](=[O:7])[N:8]1[CH2:9][CH2:10][C:11](=[C:14]([c:15]2[cH:16][cH:17][cH:18][cH:19][cH:20]2)[I:21])[CH2:12][CH2:13]1.[CH3:39][O:40][CH2:41][CH2:42][O:43][CH3:44].[Na+:33].[Na+:34].[O-:35][C:36](=[O:37])[O-:38].[O:47]=[C:48]([CH:49]=[CH:50][c:51]1[cH:52][cH:53][cH:54][cH:55][cH:56]1)[CH:57]=[CH:58][c:59]1[cH:60][cH:61][cH:62][cH:63][cH:64]1.[O:65]=[C:66]([CH:67]=[CH:68][c:69]1[cH:70][cH:71][cH:72][cH:73][cH:74]1)[CH:75]=[CH:76][c:77]1[cH:78][cH:79][cH:80][cH:81][cH:82]1.[O:83]=[C:84]([CH:85]=[CH:86][c:87]1[cH:88][cH:89][cH:90][cH:91][cH:92]1)[CH:93]=[CH:94][c:95]1[cH:96][cH:97][cH:98][cH:99][cH:100]1.[OH:22][CH2:23][c:24]1[cH:25][c:26]([B:30]([OH:31])[OH:32])[cH:27][cH:28][cH:29]1.[Pd:45].[Pd:46]>>[C:1]([CH3:2])([CH3:3])([CH3:4])[O:5][C:6](=[O:7])[N:8]1[CH2:9][CH2:10][C:11](=[C:14]([c:15]2[cH:16][cH:17][cH:18][cH:19][cH:20]2)[c:26]2[cH:25][c:24]([CH2:23][OH:22])[cH:29][cH:28][cH:27]2)[CH2:12][CH2:13]1. Starting materials: CC(C)(C)OC(=O)N1CCc2ccc(OCc3ccccc3)cc2CC1, ClCCl, O=C(O)C(F)(F)F. Yields the product c1ccc(COc2ccc3c(c2)CCNCC3)cc1. Reaction SMILES: [C:1]([O:2][C:3](=[O:4])[N:8]1[CH2:9][CH2:10][c:11]2[c:12]([cH:15][c:16]([O:19][CH2:20][c:21]3[cH:22][cH:23][cH:24][cH:25][cH:26]3)[cH:17][cH:18]2)[CH2:13][CH2:14]1)([CH3:5])([CH3:6])[CH3:7].[Cl:34][CH2:35][Cl:36].[OH:27][C:28]([C:29]([F:30])([F:31])[F:32])=[O:33]>>[NH:8]1[CH2:9][CH2:10][c:11]2[c:12]([cH:15][c:16]([O:19][CH2:20][c:21]3[cH:22][cH:23][cH:24][cH:25][cH:26]3)[cH:17][cH:18]2)[CH2:13][CH2:14]1. Reactants: CC1=CC(=CC(=N1)C1=NC(=CC=C1)C=1C=C(C=CC1)S(=O)(=O)Cl)C1=CC=C(C=C1)C(F)(F)F (3-[6′-methyl-4′-(4-trifluoromethyl-phenyl)-[2,2′]bipyridinyl-6-yl]-benzenesulfonyl chloride), NC1CCOCC1 (4-aminotetrahydropyran). The solvent is C1CCOC1 (THF), CCOC(=O)C (EtOAc). Yields the product CC1=CC(=CC(=N1)C1=NC(=CC=C1)C=1C=C(C=CC1)S(=O)(=O)NC1CCOCC1)C1=CC=C(C=C1)C(F)(F)F (3-[6′-Methyl-4′-(4-trifluoromethyl-phenyl)-[2,2′]bipyridinyl-6-yl]-N-(tetrahydro-pyran-4-yl)benzenesulfonamide). The yield is 87.4%. Reaction SMILES: [CH3:1][C:2]1[N:7]=[C:6]([C:8]2[CH:13]=[CH:12][CH:11]=[C:10]([C:14]3[CH:15]=[C:16]([S:20](Cl)(=[O:22])=[O:21])[CH:17]=[CH:18][CH:19]=3)[N:9]=2)[CH:5]=[C:4]([C:24]2[CH:29]=[CH:28][C:27]([C:30]([F:33])([F:32])[F:31])=[CH:26][CH:25]=2)[CH:3]=1.[NH2:34][CH:35]1[CH2:40][CH2:39][O:38][CH2:37][CH2:36]1>C1COCC1.CCOC(C)=O>[CH3:1][C:2]1[N:7]=[C:6]([C:8]2[CH:13]=[CH:12][CH:11]=[C:10]([C:14]3[CH:15]=[C:16]([S:20]([NH:34][CH:35]4[CH2:40][CH2:39][O:38][CH2:37][CH2:36]4)(=[O:22])=[O:21])[CH:17]=[CH:18][CH:19]=3)[N:9]=2)[CH:5]=[C:4]([C:24]2[CH:29]=[CH:28][C:27]([C:30]([F:33])([F:32])[F:31])=[CH:26][CH:25]=2)[CH:3]=1. Reported procedure: The title compound was prepared from 3-[6′-methyl-4′-(4-trifluoromethyl-phenyl)-[2,2′]bipyridinyl-6-yl]-benzenesulfonyl chloride (example 1.2) (0.465 g, 0.951 mmol) by treatment with commercially available 4-aminotetrahydropyran [CAS-no. 38041-19-9] (0.192 g, 1.9 mmol) in THF (5 ml) at 23° C. for 16 h. Diluted with EtOAc, washed with 5% citric acid, sat. NaHCO3-sol. and brine, dried organic layer over Na2SO4. Removal of the solvent in vacuum left a crude product, which was purified by silica gel... The reactants are C1(=CC=CC=C1)S (Thiophenol), C([O-])([O-])=O.[Cs+].[Cs+] (cesium carbonate), [F-].[Cs+] (cesium fluoride), ClCC1=NC=CC=C1 (2-chloromethylpyridine). Solvent: CN(C)C=O (DMF). Conditions: temperature 55 celsius, time 2 hour. Product: C1(=CC=CC=C1)SCC1=NC=CC=C1 (2-phenylsulphanylmethylpyridine). RXN SMILES: [C:1]1([SH:7])[CH:6]=[CH:5][CH:4]=[CH:3][CH:2]=1.C(=O)([O-])[O-].[Cs+].[Cs+].[F-].[Cs+].Cl[CH2:17][C:18]1[CH:23]=[CH:22][CH:21]=[CH:20][N:19]=1>CN(C=O)C>[C:1]1([S:7][CH2:17][C:18]2[CH:23]=[CH:22][CH:21]=[CH:20][N:19]=2)[CH:6]=[CH:5][CH:4]=[CH:3][CH:2]=1 |f:1.2.3,4.5|. Procedure: Thiophenol 2(2) (2.77 g, 0.025 mol), cesium carbonate (24.65 g, 0.075 mol) and catalytical amount of cesium fluoride were added successively to a solution of 2-chloromethylpyridine 6(1) (1.13 g, 0.017 mol) in absolute DMF (28 ml). The reaction mixture was stirred at 50-60° C. for 2 h in argon current and left for night at 20° C. Solvent was removed in vacuo, the residue was dissolved in water, the reaction product was extracted with CH2Cl2, dried over MgSO4, solvent was evaporated in vacuo. It g...